The task is: describe an organic reaction: reactants, conditions, products, and yield. This data is from the Open Reaction Database (ORD), a public repository of structured organic reaction records. Starting materials: C1CCOC1, CS(C)=O, C[S+](C)C, COc1ccc(C=O)cc1F, [H-], [I-], [Na+], O. Product: COc1ccc(C2CO2)cc1F. Reaction SMILES: [CH2:23]1[O:24][CH2:25][CH2:26][CH2:27]1.[CH3:1][S:2]([CH3:3])=[O:4].[CH3:8][S+:9]([CH3:10])[CH3:11].[F:12][c:13]1[cH:14][c:15]([CH:16]=[O:17])[cH:18][cH:19][c:20]1[O:21][CH3:22].[H-:6].[I-:7].[Na+:5].[OH2:28]>>[CH2:8]1[CH:16]([c:15]2[cH:14][c:13]([F:12])[c:20]([O:21][CH3:22])[cH:19][cH:18]2)[O:17]1. The reactants are CC(C)(C)OC(=O)NN, ClCCl, CCOC(C)=O, O=C(O)C(CCCCl)C1CC1, O. The product is CC(C)(C)OC(=O)NNC(=O)C(CCCCl)C1CC1. RXN SMILES: [C:12]([NH:13][NH2:14])(=[O:15])[O:16][C:17]([CH3:18])([CH3:19])[CH3:20].[CH2:28]([Cl:29])[Cl:30].[CH3:21][CH2:22][O:23][C:24](=[O:25])[CH3:26].[Cl:1][CH2:2][CH2:3][CH2:4][CH:5]([C:6](=[O:7])[OH:8])[CH:9]1[CH2:10][CH2:11]1.[OH2:27]>>[Cl:1][CH2:2][CH2:3][CH2:4][CH:5]([C:6](=[O:8])[NH:14][NH:13][C:12](=[O:15])[O:16][C:17]([CH3:18])([CH3:19])[CH3:20])[CH:9]1[CH2:10][CH2:11]1. Starting materials: C(C)(C)(C)OC(NC=1SC[C@H]2[C@@](N1)(C[C@H](C2)OC)C2=C(C=CC(=C2)[N+](=O)[O-])F)=O (tert-butyl[(4aR*,6S*,7aS*)-7a-(2-fluoro-5-nitrophenyl)-6-methoxy-4,4a,5,6,7,7a-hexahydrocyclopenta[d][1,3]thiazin-2-yl]carbamate), [Cl-].[NH4+] (ammonium chloride), O.C(C)(=O)OCC (water ethyl acetate). The reagents and catalysts are [Fe] (iron). Solvent: C(C)O (ethanol). The product is C(C)(C)(C)OC(NC=1SC[C@H]2[C@@](N1)(C[C@H](C2)OC)C2=C(C=CC(=C2)N)F)=O (tert-butyl[(4aR*,6S*,7aS*)-7a-(5-amino-2-fluorophenyl)-6-methoxy-4,4a,5,6,7,7a-hexahydrocyclopenta[d][1,3]thiazin-2-yl]carbamate). The yield is 75.7%. RXN SMILES: [C:1]([O:5][C:6](=[O:29])[NH:7][C:8]1[S:9][CH2:10][C@@H:11]2[CH2:16][C@H:15]([O:17][CH3:18])[CH2:14][C@:12]2([C:19]2[CH:24]=[C:23]([N+:25]([O-])=O)[CH:22]=[CH:21][C:20]=2[F:28])[N:13]=1)([CH3:4])([CH3:3])[CH3:2].[Cl-].[NH4+].O.C(OCC)(=O)C>C(O)C.[Fe]>[C:1]([O:5][C:6](=[O:29])[NH:7][C:8]1[S:9][CH2:10][C@@H:11]2[CH2:16][C@H:15]([O:17][CH3:18])[CH2:14][C@:12]2([C:19]2[CH:24]=[C:23]([NH2:25])[CH:22]=[CH:21][C:20]=2[F:28])[N:13]=1)([CH3:4])([CH3:2])[CH3:3] |f:1.2,3.4|. Reported procedure: A solution of tert-butyl[(4aR*,6S*,7aS*)-7a-(2-fluoro-5-nitrophenyl)-6-methoxy-4,4a,5,6,7,7a-hexahydrocyclopenta[d][1,3]thiazin-2-yl]carbamate (118 mg) and iron (133 mg) in ethanol (8 mL)—a saturated ammonium chloride solution (0.303 mL) was stirred at 87° C. for 30 minutes. The reaction solution was cooled to room temperature and then poured into water-ethyl acetate, followed by extraction with ethyl acetate. The extract was washed with a saturated sodium chloride solution and then dried over a...